From a dataset of the Open Reaction Database (ORD), a public repository of structured organic reaction records. describe an organic reaction: reactants, conditions, products, and yield Starting materials: COC=1C=C2CCNC(C2=C(C1OC)O)CC1=CC(=CC=C1)OC (6,7-dimethoxy-1-(3-methoxybenzyl)-1,2,3,4-tetrahydroisoquinolin-8-ol), CN=C=O (methyl isocyanate). Run in ClCCl (dichloromethane). Reaction conditions: time 3.5 hour. The product is COC=1C=C2CCN(C(C2=C(C1OC)O)CC1=CC(=CC=C1)OC)C(NC)=O (6,7-dimethoxy-1-(3-methoxybenzyl)-2-(N-methylcarbamoyl)-1,2,3,4-tetrahydroisoquinolin-8-ol). The yield is 0.1%. As a reaction SMILES: [CH3:1][O:2][C:3]1[CH:4]=[C:5]2[C:10](=[C:11]([OH:15])[C:12]=1[O:13][CH3:14])[CH:9]([CH2:16][C:17]1[CH:22]=[CH:21][CH:20]=[C:19]([O:23][CH3:24])[CH:18]=1)[NH:8][CH2:7][CH2:6]2.[CH3:25][N:26]=[C:27]=[O:28]>ClCCl>[CH3:1][O:2][C:3]1[CH:4]=[C:5]2[C:10](=[C:11]([OH:15])[C:12]=1[O:13][CH3:14])[CH:9]([CH2:16][C:17]1[CH:22]=[CH:21][CH:20]=[C:19]([O:23][CH3:24])[CH:18]=1)[N:8]([C:27](=[O:28])[NH:26][CH3:25])[CH2:7][CH2:6]2. Procedure details: To a solution of 6,7-dimethoxy-1-(3-methoxybenzyl)-1,2,3,4-tetrahydroisoquinolin-8-ol (350 mg, 1.06 mole) in dichloromethane (11 ml) was added methyl isocyanate (69 μl, 1.17 mole) at room temperature under an argon atmosphere, and the reaction mixture was stirred for 3.5 hours. The reaction mixture was concentrated under reduced pressure, and the residue was purified by column chromatography (silica gel/chloroform:methanol=20:l) to give the desired compound (410 mg) as a colorless powder.